From a dataset of the Open Reaction Database (ORD), a public repository of structured organic reaction records. describe an organic reaction: reactants, conditions, products, and yield Starting materials: compound, compound, C(C)#N (acetonitrile), N1=C(C=CC=C1C)C (2,6-lutidine), C(C)#N (acetonitrile), un-reacted compound, Cl (HCl), C(C)#N (acetonitrile), CCN=C=NCCCN(C)C.Cl (EDCI HCl). Solvent: O (water), CC(C)(C)OC (MTBE), CC(C)(C)OC (MTBE). Conditions: temperature 7.5 celsius, time 4 hour. The product is CN(C)C1CCCCC1 (N,N-dimethylcyclohexyl amine). Yield: 303.1%. As a reaction SMILES: C(#N)C.N1C(C)=CC=[CH:6][C:5]=1[CH3:11].CCN=C=N[CH2:17][CH2:18][CH2:19][N:20]([CH3:22])[CH3:21].Cl.Cl>O.CC(OC)(C)C>[CH3:22][N:20]([CH:19]1[CH2:18][CH2:17][CH2:11][CH2:5][CH2:6]1)[CH3:21] |f:2.3|. Reported procedure: Into a reactor (R-1) was charged 351 kg of compound Ia, 314 kg of compound Ib, and 807 L of acetonitrile. Batch temperature was adjusted to 0 to 10° C. 323 kg of 2,6-lutidine followed by 123 L of acetonitrile was charged to R-1, while maintaining temperature at 0 to 15° C. 351 kg of EDCI-HCl followed by 123 L of acetonitrile was charged to between 5 to 25° C. The mixture was stirred at 20 to 30° C. for 4 h. Reaction completion was checked by HPLC to show less than 0.75% of un-reacted compound Ia...